From a dataset of the Open Reaction Database (ORD), a public repository of structured organic reaction records. describe an organic reaction: reactants, conditions, products, and yield The reactants are O1CCCC1 (tetrahydrofuran), COP(=O)(OC)CC(=O)OC(C)(C)C (tert-butyl dimethylphosphonoacetate), O1CCCC1 (tetrahydrofuran), [H-].[Na+] (sodium hydride), O1CCCC1 (tetrahydrofuran), C(C)(C)C=1C[C@H]2CC([C@H]2C1)=O ((±)-(1S,5R)-3-isopropylbicyclo[3.2.0]hept-3-en-6-one). The solvent is O (water). Conditions: temperature 0 celsius, time 20 minute. Product: C(C)(C)C=1C[C@H]2CC([C@H]2C1)=CC(=O)OC(C)(C)C (Tert-butyl(±)-[(1S,5R)-3-isopropylbicyclo[3.2.0]hept-3-en-6-ylidene]acetate). As a reaction SMILES: O1CCCC1.COP([CH2:12][C:13]([O:15][C:16]([CH3:19])([CH3:18])[CH3:17])=[O:14])(OC)=O.[H-].[Na+].[CH:22]([C:25]1[CH2:26][C@@H:27]2[C@H:30]([CH:31]=1)[C:29](=O)[CH2:28]2)([CH3:24])[CH3:23]>O>[CH:22]([C:25]1[CH2:31][C@@H:30]2[C@H:27]([CH:26]=1)[C:28](=[CH:12][C:13]([O:15][C:16]([CH3:19])([CH3:18])[CH3:17])=[O:14])[CH2:29]2)([CH3:24])[CH3:23] |f:2.3|. Procedure: A tetrahydrofuran (15 mL) solution of tert-butyl dimethylphosphonoacetate (3.70 g, 16.5 mmol) was added dropwise at 0° C. over 20 minutes to a tetrahydrofuran (15 mL) suspension of sodium hydride (0.68 g, 63%, 18.0 mmol), and the mixture was stirred at 0° C. for 20 minutes. To this solution, a tetrahydrofuran (15 mL) solution of (±)-(1S,5R)-3-isopropylbicyclo[3.2.0]hept-3-en-6-one (2.25 g, 15.0 mmol) was added dropwise at 0° C. over 15 minutes, and the mixture was stirred at room temperature for... Reactants: CN(Cc1cccc(C(=O)O)c1)C(=O)OC(C)(C)C, O=S(=O)(CCN1CCC(Cc2ccccc2)C(O)C1)c1ccc(O)cc1. Product: CN(Cc1cccc(C(=O)Oc2ccc(S(=O)(=O)CCN3CCC(Cc4ccccc4)C(O)C3)cc2)c1)C(=O)OC(C)(C)C. RXN SMILES: [C:27]([CH3:28])([CH3:29])([CH3:30])[O:31][C:32](=[O:33])[N:34]([CH3:35])[CH2:36][c:37]1[cH:38][c:39]([C:40](=[O:41])[OH:42])[cH:43][cH:44][cH:45]1.[CH2:1]([c:2]1[cH:3][cH:4][cH:5][cH:6][cH:7]1)[CH:8]1[CH:9]([OH:26])[CH2:10][N:11]([CH2:14][CH2:15][S:16](=[O:17])(=[O:18])[c:19]2[cH:20][cH:21][c:22]([OH:25])[cH:23][cH:24]2)[CH2:12][CH2:13]1>>[CH2:1]([c:2]1[cH:3][cH:4][cH:5][cH:6][cH:7]1)[CH:8]1[CH:9]([OH:26])[CH2:10][N:11]([CH2:14][CH2:15][S:16](=[O:17])(=[O:18])[c:19]2[cH:20][cH:21][c:22]([O:25][C:40]([c:39]3[cH:38][c:37]([CH2:36][N:34]([C:32]([O:31][C:27]([CH3:28])([CH3:29])[CH3:30])=[O:33])[CH3:35])[cH:45][cH:44][cH:43]3)=[O:41])[cH:23][cH:24]2)[CH2:12][CH2:13]1.